Dataset: the Open Reaction Database (ORD), a public repository of structured organic reaction records. Task: describe an organic reaction: reactants, conditions, products, and yield The reactants are S1C=CC=C1 (thiophene), C(CCC)[Li] (n-Butyllithium), O=C1C(O)=C([O-])[C@H](O1)[C@@H](O)CO.[Na+] (sodium ascorbate), solution, C(#N)C1=C(C(=O)C(=C(C1=O)Cl)Cl)C#N (DDQ), C([O-])([O-])=O.[K+].[K+] (potassium carbonate), ClC1=NC=C(C=N1)Br (2-Chloro-5-bromopyrimidine). Run in C1CCOC1 (THF), CO (methanol). Reaction conditions: temperature -78 celsius, time 1 hour. Product: BrC=1C(=NC(=NC1)Cl)C=1SC=CC1 (5-bromo-2-chloro-4-(thiophen-2-yl)pyrimidine). RXN SMILES: [S:1]1[CH:5]=[CH:4][CH:3]=[CH:2]1.C([Li])CCC.[Cl:11][C:12]1[N:17]=[CH:16][C:15]([Br:18])=[CH:14][N:13]=1.C(C1C(=O)C(Cl)=C(Cl)C(=O)C=1C#N)#N.O=C1O[C@H]([C@H](CO)O)C([O-])=C1O.[Na+].C(=O)([O-])[O-].[K+].[K+]>C1COCC1.CO>[Br:18][C:15]1[C:14]([C:2]2[S:1][CH:5]=[CH:4][CH:3]=2)=[N:13][C:12]([Cl:11])=[N:17][CH:16]=1 |f:4.5,6.7.8|. Procedure: A solution of thiophene (3.3 g, 39 mmol) in THF (100 mL) was cooled to −78° C. n-Butyllithium (2.5 M in hexane, 24 mL, 59 mmol) was added and the mixture stirred at −78° C. for 1 h. 2-Chloro-5-bromopyrimidine (7.5 g, 39 mmol) was added and the mixture stirred at −78° C. for 1 h. DDQ (17.7 g, 78 mmol) was added with stirring, followed by the addition of methanol (5 mL). The mixture stirred for 1 h and was then warmed to 0° C. and then to RT. The reaction mixture was poured into 0.5 M sodium ascor... Starting materials: ClCCl, Cl, CC(C)(C)OC(=O)N1CCC(c2nc3cc(F)ccc3[nH]2)CC1, C1COCCO1. Yields the product Fc1ccc2[nH]c(C3CCNCC3)nc2c1. RXN SMILES: [Cl:25][CH2:26][Cl:27].[ClH:24].[F:1][c:2]1[cH:3][c:4]2[c:5]([nH:6][c:7]([CH:9]3[CH2:10][CH2:11][N:12]([C:15]([O:16][C:17]([CH3:18])([CH3:19])[CH3:20])=[O:21])[CH2:13][CH2:14]3)[n:8]2)[cH:22][cH:23]1.[O:28]1[CH2:29][CH2:30][O:31][CH2:32][CH2:33]1>>[F:1][c:2]1[cH:3][c:4]2[c:5]([nH:6][c:7]([CH:9]3[CH2:10][CH2:11][NH:12][CH2:13][CH2:14]3)[n:8]2)[cH:22][cH:23]1. Starting materials: BrCc1ccccc1, O=C([O-])[O-], CCCOc1ccc(CC)c(O)c1, [K+], [K+], CN(C)C=O. The product is CCCOc1ccc(CC)c(OCc2ccccc2)c1. RXN SMILES: [Br:7][CH2:8][c:9]1[cH:10][cH:11][cH:12][cH:13][cH:14]1.[C:1](=[O:2])([O-:3])[O-:4].[CH2:15]([CH3:16])[c:17]1[c:18]([OH:27])[cH:19][c:20]([O:23][CH2:24][CH2:25][CH3:26])[cH:21][cH:22]1.[K+:5].[K+:6].[O:28]=[CH:29][N:30]([CH3:31])[CH3:32]>>[CH2:8]([c:9]1[cH:10][cH:11][cH:12][cH:13][cH:14]1)[O:27][c:18]1[c:17]([CH2:15][CH3:16])[cH:22][cH:21][c:20]([O:23][CH2:24][CH2:25][CH3:26])[cH:19]1. The reactants are CC(C)N(C(=O)CN1C(=O)Cc2nnc(-c3ccccc3)n2-c2ccccc21)c1ccccc1, c1ccncc1, O=Cc1c[nH]c2ncccc12. Product: CC(C)N(C(=O)CN1C(=O)C(=Cc2c[nH]c3ncccc23)c2nnc(-c3ccccc3)n2-c2ccccc21)c1ccccc1. RXN SMILES: [CH:1]([CH3:2])([CH3:3])[N:4]([C:5]([CH2:6][N:7]1[c:8]2[c:9]([cH:24][cH:25][cH:26][cH:27]2)-[n:10]2[c:11](-[c:18]3[cH:19][cH:20][cH:21][cH:22][cH:23]3)[n:12][n:13][c:14]2[CH2:15][C:16]1=[O:17])=[O:28])[c:29]1[cH:30][cH:31][cH:32][cH:33][cH:34]1.[cH:46]1[cH:47][cH:48][n:49][cH:50][cH:51]1.[nH:35]1[cH:36][c:37]([CH:44]=[O:45])[c:38]2[c:39]1[n:40][cH:41][cH:42][cH:43]2>>[CH:1]([CH3:2])([CH3:3])[N:4]([C:5]([CH2:6][N:7]1[c:8]2[c:9]([cH:24][cH:25][cH:26][cH:27]2)-[n:10]2[c:11](-[c:18]3[cH:19][cH:20][cH:21][cH:22][cH:23]3)[n:12][n:13][c:14]2[C:15](=[CH:44][c:37]2[cH:36][nH:35][c:39]3[c:38]2[cH:43][cH:42][cH:41][n:40]3)[C:16]1=[O:17])=[O:28])[c:29]1[cH:30][cH:31][cH:32][cH:33][cH:34]1. The reactants are FC=1C=C(COC2=CC=C(C=C2)N2C[C@@H](CC2=O)C(=O)N)C=CC1 ((R)-1-[4-(3-fluoro-benzyloxy)-phenyl]-5-oxo-pyrrolidine-3-carboxylic acid amide), S(=O)(Cl)Cl (thionyl chloride). Run in O1CCCC1 (tetrahydrofuran). Product: FC=1C=C(COC2=CC=C(C=C2)N2C[C@@H](CC2=O)C#N)C=CC1 ((R)-1-[4-(3-Fluoro-benzyloxy)-phenyl]-5-oxo-pyrrolidine-3-carbonitrile). RXN SMILES: [F:1][C:2]1[CH:3]=[C:4]([CH:22]=[CH:23][CH:24]=1)[CH2:5][O:6][C:7]1[CH:12]=[CH:11][C:10]([N:13]2[C:17](=[O:18])[CH2:16][C@@H:15]([C:19]([NH2:21])=O)[CH2:14]2)=[CH:9][CH:8]=1.S(Cl)(Cl)=O>O1CCCC1>[F:1][C:2]1[CH:3]=[C:4]([CH:22]=[CH:23][CH:24]=1)[CH2:5][O:6][C:7]1[CH:12]=[CH:11][C:10]([N:13]2[C:17](=[O:18])[CH2:16][C@@H:15]([C:19]#[N:21])[CH2:14]2)=[CH:9][CH:8]=1. Procedure details: A mixture of (R)-1-[4-(3-fluoro-benzyloxy)-phenyl]-5-oxo-pyrrolidine-3-carboxylic acid amide (0.400 g, 0.001 mol) and thionyl chloride (2.3 ml, 0.032 mol) was refluxed under argon for 3 hours. The mixture was cooled to room temperature, diluted with 5 ml tetrahydrofuran, concentrated under vacuum and purified by column chromatography on silica gel using a 2:3-mixture of ethyl acetate and hexane as the eluent. The product fractions were concentrated to dryness to yield (0.106 g, 28% of theory) of... Starting materials: N(=O)OCCC(C)C (isoamyl nitrite), ClC1=C(C=CC(=C1)Cl)C1=NC=CC(=C1NC(C)=O)C (N-[2-(2,4-dichloro-phenyl)-4-methyl-pyridin-3-yl]-acetamide), C(C)(=O)OC(C)=O (acetic anhydride), C(C)(=O)[O-].[K+] (potassium acetate), O.[OH-].[Li+] (lithium hydroxide monohydrate). The solvent is C1=CC=CC=C1 (benzene), O (water), C(C)O (ethanol). Conditions: time 22 hour. Yields the product EtOAc hexanes, ClC1=C(C=CC(=C1)Cl)C=1N=CC=C2C1NN=C2 (7-(2,4-dichloro-phenyl)-1H-pyrazolo[3,4-c]pyridine). Isolated yield 68.6%. As a reaction SMILES: [Cl:1][C:2]1[CH:7]=[C:6]([Cl:8])[CH:5]=[CH:4][C:3]=1[C:9]1[C:14]([NH:15]C(=O)C)=[C:13]([CH3:19])[CH:12]=[CH:11][N:10]=1.C(OC(=O)C)(=O)C.C([O-])(=O)C.[K+].[N:32](OCCC(C)C)=O.O.[OH-].[Li+]>O.C(O)C.C1C=CC=CC=1>[Cl:1][C:2]1[CH:7]=[C:6]([Cl:8])[CH:5]=[CH:4][C:3]=1[C:9]1[N:10]=[CH:11][CH:12]=[C:13]2[CH:19]=[N:32][NH:15][C:14]=12 |f:2.3,5.6.7|. Reported procedure: To a mixture of N-[2-(2,4-dichloro-phenyl)-4-methyl-pyridin-3-yl]-acetamide (30; 0.787 g, 2.67 mmol), 30 mL of benzene, acetic anhydride (0.780 mL, 8.27 mmol), and potassium acetate (0.330 g, 3.36 mmol) at 78° C. was added isoamyl nitrite (0.572 mL, 4.27 mmol), and the yellow mixture was stirred for 22 h. After cooling, the mixture was filtered and concentrated to an orange oil. To the oil was added 21 mL of ethanol, 7 mL of water, and lithium hydroxide monohydrate (0.339 g, 8.80 mmol). The oran...